From a dataset of the Open Reaction Database (ORD), a public repository of structured organic reaction records. describe an organic reaction: reactants, conditions, products, and yield Reactants: C1(CC1)=CC1=CC=C(C(=O)OC)C=C1 (methyl 4-(cyclopropylidenemethyl)benzoate), [H-].[Al+3].[Li+].[H-].[H-].[H-] (lithium aluminum hydride), O (Water). The solvent is O1CCCC1 (tetrahydrofuran). Reaction conditions: time 5 hour. The product is C1(CC1)=CC1=CC=C(CO)C=C1 (4-(cyclopropylidenemethyl)benzyl alcohol). Yield: 101.3%. As a reaction SMILES: [H-].[Al+3].[Li+].[H-].[H-].[H-].[C:7]1(=[CH:10][C:11]2[CH:20]=[CH:19][C:14]([C:15](OC)=[O:16])=[CH:13][CH:12]=2)[CH2:9][CH2:8]1.O>O1CCCC1>[C:7]1(=[CH:10][C:11]2[CH:12]=[CH:13][C:14]([CH2:15][OH:16])=[CH:19][CH:20]=2)[CH2:9][CH2:8]1 |f:0.1.2.3.4.5|. Reported procedure: To a suspension of lithium aluminum hydride (0.16 g) in tetrahydrofuran (30 mL) was added methyl 4-(cyclopropylidenemethyl)benzoate (0.80 g), and the mixture was stirred at room temperature for 5 hours. Water (0.4 mL) was added to the reaction mixture, and the mixture was stirred for 3 days. Insoluble materials were removed by filtration, and the solvent of the filtrate was removed under reduced pressure to give 4-(cyclopropylidenemethyl)benzyl alcohol (0.69 g). Reactants: C1CCOC1, OCCc1ccc(C(F)(F)F)cc1, COC(=O)c1cc(F)ccc1O, CCOC(=O)N=NC(=O)OCC, c1ccc(P(c2ccccc2)c2ccccc2)cc1. The product is COC(=O)c1cc(F)ccc1OCCc1ccc(C(F)(F)F)cc1. As a reaction SMILES: [CH2:57]1[O:58][CH2:59][CH2:60][CH2:61]1.[F:13][C:14]([c:15]1[cH:16][cH:17][c:18]([CH2:21][CH2:22][OH:23])[cH:19][cH:20]1)([F:24])[F:25].[F:1][c:2]1[cH:3][cH:4][c:5]([OH:12])[c:6]([C:7](=[O:8])[O:9][CH3:10])[cH:11]1.[O:45]=[C:46]([O:47][CH2:48][CH3:49])[N:50]=[N:51][C:52]([O:53][CH2:54][CH3:55])=[O:56].[c:26]1([P:27]([c:28]2[cH:29][cH:30][cH:31][cH:32][cH:33]2)[c:34]2[cH:35][cH:36][cH:37][cH:38][cH:39]2)[cH:40][cH:41][cH:42][cH:43][cH:44]1>>[F:1][c:2]1[cH:3][cH:4][c:5]([O:12][CH2:22][CH2:21][c:18]2[cH:17][cH:16][c:15]([C:14]([F:13])([F:24])[F:25])[cH:20][cH:19]2)[c:6]([C:7](=[O:8])[O:9][CH3:10])[cH:11]1.